Dataset: the Open Reaction Database (ORD), a public repository of structured organic reaction records. Task: describe an organic reaction: reactants, conditions, products, and yield Yields the product ClC=1C=C(CN(C=2N=NN(N2)C)[C@@H]2C3=C(N(CCC2)CC2=CC=NC=C2)C(=C(C(=C3)C)C(F)(F)F)C)C=C(C1)C(F)(F)F ((S)-(3-chloro-5-trifluoromethyl-benzyl)-(7,9-dimethyl-1-pyridin-4-ylmethyl-8-trifluoromethyl-2,3,4,5-tetrahydro-1H-benzo[b]azepin-5-yl)-(2-methyl-2H-tetrazol-5-yl)-amine). Reported procedure: Prepare the title compound by essentially following the procedure described in the synthesis of (S)-(3-fluoro-5-trifluoromethyl-benzyl)-(7-methyl-1-pyridin-4-ylmethyl-8-trifluoromethyl-2,3,4,5-tetrahydro-1H-benzo[b]azepin-5-yl)-(2-methyl-2H-tetrazol-5-yl)-amine (Example 186, Step 2) by using (S)-(3-chloro-5-trifluoromethyl-benzyl)-(7,9-dimethyl-8-trifluoromethyl-2,3,4,5-tetrahydro-1H-benzo[b]azepin-5-yl)-(2-methyl-2H-tetrazol-5-yl)-amine (0.08 g, 0.15 mmol) and pyridine-4-carboxaldehyde (0.045 m... Reactants: FC=1C=C(CN(C=2N=NN(N2)C)[C@@H]2C3=C(N(CCC2)CC2=CC=NC=C2)C=C(C(=C3)C)C(F)(F)F)C=C(C1)C(F)(F)F ((S)-(3-fluoro-5-trifluoromethyl-benzyl)-(7-methyl-1-pyridin-4-ylmethyl-8-trifluoromethyl-2,3,4,5-tetrahydro-1H-benzo[b]azepin-5-yl)-(2-methyl-2H-tetrazol-5-yl)-amine), ClC=1C=C(CN(C=2N=NN(N2)C)[C@@H]2C3=C(NCCC2)C(=C(C(=C3)C)C(F)(F)F)C)C=C(C1)C(F)(F)F ((S)-(3-chloro-5-trifluoromethyl-benzyl)-(7,9-dimethyl-8-trifluoromethyl-2,3,4,5-tetrahydro-1H-benzo[b]azepin-5-yl)-(2-methyl-2H-tetrazol-5-yl)-amine), N1=CC=C(C=C1)C=O (pyridine-4-carboxaldehyde). Run in ClC(C)Cl (dichloroethane). Reaction SMILES: FC1C=C(C=C(C(F)(F)F)C=1)CN([C@H]1CCCN([CH2:20][C:21]2[CH:26]=[CH:25][N:24]=[CH:23][CH:22]=2)C2C=C(C(F)(F)F)C(C)=CC1=2)C1N=NN(C)N=1.[Cl:43][C:44]1[CH:45]=[C:46]([CH:72]=[C:73]([C:75]([F:78])([F:77])[F:76])[CH:74]=1)[CH2:47][N:48]([C@H:55]1[CH2:61][CH2:60][CH2:59][NH:58][C:57]2[C:62]([CH3:71])=[C:63]([C:67]([F:70])([F:69])[F:68])[C:64]([CH3:66])=[CH:65][C:56]1=2)[C:49]1[N:50]=[N:51][N:52]([CH3:54])[N:53]=1.N1C=CC(C=O)=CC=1>ClC(Cl)C>[Cl:43][C:44]1[CH:45]=[C:46]([CH:72]=[C:73]([C:75]([F:78])([F:76])[F:77])[CH:74]=1)[CH2:47][N:48]([C@H:55]1[CH2:61][CH2:60][CH2:59][N:58]([CH2:20][C:21]2[CH:26]=[CH:25][N:24]=[CH:23][CH:22]=2)[C:57]2[C:62]([CH3:71])=[C:63]([C:67]([F:68])([F:69])[F:70])[C:64]([CH3:66])=[CH:65][C:56]1=2)[C:49]1[N:50]=[N:51][N:52]([CH3:54])[N:53]=1. Reactants: CCCC[N+](CCCC)(CCCC)CCCC, [F-], CC[Si](CC)(CC)OC(c1ccnc(C#N)c1)C(F)(F)F, C1CCOC1, O. The product is N#Cc1cc(C(O)C(F)(F)F)ccn1. As a reaction SMILES: [CH3:28][CH2:29][CH2:30][CH2:31][N+:32]([CH2:33][CH2:34][CH2:35][CH3:36])([CH2:37][CH2:38][CH2:39][CH3:40])[CH2:41][CH2:42][CH2:43][CH3:44].[F-:27].[F:6][C:7]([CH:8]([O:9][Si:10]([CH2:11][CH3:12])([CH2:13][CH3:14])[CH2:15][CH3:16])[c:17]1[cH:18][c:19]([C:23]#[N:24])[n:20][cH:21][cH:22]1)([F:25])[F:26].[O:1]1[CH2:2][CH2:3][CH2:4][CH2:5]1.[OH2:45]>>[F:6][C:7]([CH:8]([OH:9])[c:17]1[cH:18][c:19]([C:23]#[N:24])[n:20][cH:21][cH:22]1)([F:25])[F:26]. Starting materials: O=C1N(CCC12CCN(CC2)C(=O)OCC2=CC=CC=C2)C2=NN(C1=CN=C(C=C12)C=1C=NC=CC1)COCC[Si](C)(C)C (benzyl 1-oxo-2-(5-(pyridin-3-yl)-1-((2-(trimethylsilyl)ethoxy)methyl)-1H-pyrazolo[3,4-c]pyridin-3-yl)-2,8-diazaspiro[4.5]decane-8-carboxylate). The solvent is Cl (Hydrogen chloride), O (Water). Yields the product N1=CC(=CC=C1)C=1C=C2C(=CN1)NN=C2N2C(C1(CC2)CCNCC1)=O (2-(5-(pyridin-3-yl)-1H-pyrazolo[3,4-c]pyridin-3-yl)-2,8-diazaspiro[4.5]decan-1-one). Isolated yield 26.6%. RXN SMILES: [O:1]=[C:2]1[C:6]2([CH2:11][CH2:10][N:9](C(OCC3C=CC=CC=3)=O)[CH2:8][CH2:7]2)[CH2:5][CH2:4][N:3]1[C:22]1[C:30]2[C:25](=[CH:26][N:27]=[C:28]([C:31]3[CH:32]=[N:33][CH:34]=[CH:35][CH:36]=3)[CH:29]=2)[N:24](COCC[Si](C)(C)C)[N:23]=1>Cl.O>[N:33]1[CH:34]=[CH:35][CH:36]=[C:31]([C:28]2[CH:29]=[C:30]3[C:22]([N:3]4[CH2:4][CH2:5][C:6]5([CH2:7][CH2:8][NH:9][CH2:10][CH2:11]5)[C:2]4=[O:1])=[N:23][NH:24][C:25]3=[CH:26][N:27]=2)[CH:32]=1. Procedure details: A solution of benzyl 1-oxo-2-(5-(pyridin-3-yl)-1-((2-(trimethylsilyl)ethoxy)methyl)-1H-pyrazolo[3,4-c]pyridin-3-yl)-2,8-diazaspiro[4.5]decane-8-carboxylate (0.140 g, 0.229 mmol) in 2.00 M of Hydrogen chloride in Water (16.2 mL) was stirred at 100° C. for 18 h. The reaction was concentrated then submitted for rHPLC to give 295 (21.2 mg, 26.5% yield). ESI MS m/z=349.2 (M+1). 1H NMR (400 MHz, DMSO) δ 9.19 (d, J=1.8 Hz, 1H), 9.07 (s, 1H), 8.67 (s, 1H), 8.57 (d, J=4.6 Hz, 1H), 8.33 (d, J=8.0 Hz, 1H),... Starting materials: NO (aminoalcohol), C(C)O (ethanol), C(\C=C\C(=O)O)(=O)O (fumaric acid), COC1=CC=C(C=O)C=C1 (4-methoxybenzaldehyde), [H-].[Al+3].[Li+].[H-].[H-].[H-] (lithium aluminum hydride). Yields the product NCC(O)C1=CC=C(C=C1)OC (2-Amino-1-(4-methoxyphenyl)ethanol), amine. As a reaction SMILES: [CH3:1][O:2][C:3]1[CH:10]=[CH:9][C:6](C=O)=[CH:5][CH:4]=1.[H-].[Al+3].[Li+].[H-].[H-].[H-].[NH2:17]O.C(O)(=O)/C=C/C(O)=O.[CH2:27]([OH:29])[CH3:28]>>[NH2:17][CH2:28][CH:27]([C:6]1[CH:9]=[CH:10][C:3]([O:2][CH3:1])=[CH:4][CH:5]=1)[OH:29] |f:1.2.3.4.5.6|. Procedure: 2-Amino-1-(4-methoxyphenyl)ethanol was prepared according to the procedure of Evans et al., J. Org. Chem., 39, 914 (1974) by cyanosilylation of 4-methoxybenzaldehyde followed by lithium aluminum hydride reduction. The crude aminoalcohol (36.9 g) was dissolved in 150 mL of hot ethanol on a steam bath. To this mixture was slowly added 12.83 g of fumaric acid. The precipitated salt was filtered and washed with additional ethanol. Recrystallization from methanol provided greater than 99% pure 2:1 am...